From a dataset of the Open Reaction Database (ORD), a public repository of structured organic reaction records. describe an organic reaction: reactants, conditions, products, and yield Reactants: material, COC1=CC2=C(CCN(CC2)C(=O)OC(C)(C)C)C=C1 (1,1-Dimethylethyl 7-(methyloxy)-1,2,4,5-tetrahydro-3H-3-benzazepine-3-carboxylate), [Al+3].[Cl-].[Cl-].[Cl-] (AlCl3), C(CC)(=O)Cl (propionyl chloride), COC1=CC2=C(CCN(CC2)C(C(F)(F)F)=O)C=C1 (7-(methyloxy)-3-(trifluoroacetyl)-2,3,4,5-tetrahydro-1H-3-benzazepine), Cl (HCl). Solvent: ClC(C)Cl (dichloroethane), C(C)OCC (Diethyl ether), ClC(C)Cl (dichloroethane). Run at time 4 hour. Yields the product OC=1C(=CC2=C(CCN(CC2)C(C(F)(F)F)=O)C1)C(CC)=O (1-[8-hydroxy-3-(trifluoroacetyl)-2,3,4,5-tetrahydro-1H-3-benzazepin-7-yl]-1-propanone). Reaction SMILES: C[O:2][C:3]1C=CC2CCN(C(OC(C)(C)C)=O)CC[C:5]=2[CH:4]=1.C[O:22][C:23]1[CH:39]=[CH:38][C:26]2[CH2:27][CH2:28][N:29]([C:32](=[O:37])[C:33]([F:36])([F:35])[F:34])[CH2:30][CH2:31][C:25]=2[CH:24]=1.[Al+3].[Cl-].[Cl-].[Cl-].C(Cl)(=O)CC.Cl>ClC(Cl)C.C(OCC)C>[OH:22][C:23]1[C:39]([C:3](=[O:2])[CH2:4][CH3:5])=[CH:38][C:26]2[CH2:27][CH2:28][N:29]([C:32](=[O:37])[C:33]([F:34])([F:35])[F:36])[CH2:30][CH2:31][C:25]=2[CH:24]=1 |f:2.3.4.5|. Procedure: 1,1-Dimethylethyl 7-(methyloxy)-1,2,4,5-tetrahydro-3H-3-benzazepine-3-carboxylate (15 mmol) was converted to 7-(methyloxy)-3-(trifluoroacetyl)-2,3,4,5-tetrahydro-1H-3-benzazepine as described in the initial steps of Preparation 23. This material (14 mmol) dissolved in dichloroethane (10 mL) was added at 0° C. to a previously prepared suspension of AlCl3 (4 eq) and propionyl chloride (1.3 eq) in dichloroethane (20 mL). The reaction mixture was stirred in a defrosting ice bath. After 4 h it had re... Reactants: S(=O)(Cl)Cl (thionyl chloride), ClC=1C=C(C(=O)O)C=C(C1)Cl (3,5-dichlorobenzoic acid). Solvent: N1=CC=CC=C1 (pyridine). Product: ClC=1C=C(C(=O)Cl)C=C(C1)Cl (3,5-Dichlorobenzoyl chloride). RXN SMILES: S(Cl)([Cl:3])=O.[Cl:5][C:6]1[CH:7]=[C:8]([CH:12]=[C:13]([Cl:15])[CH:14]=1)[C:9](O)=[O:10]>N1C=CC=CC=1>[Cl:5][C:6]1[CH:7]=[C:8]([CH:12]=[C:13]([Cl:15])[CH:14]=1)[C:9]([Cl:3])=[O:10]. Reported procedure: 49.4 g of thionyl chloride and 0.21 g of pyridine were added to 20 g of 3,5-dichlorobenzoic acid and the mixture was refluxed for 20 hours. Excessive thionyl chloride was removed by distillation. Dry hexane was added to the residue and an insoluble matter was filtered out of the resulting solution and hexane was removed under reduced pressure. The remaining solution was crystallized. 3,5-Dichlorobenzoyl chloride was obtained quantitatively. Reactants: CCOC(C)=O, CC(C)CI, CCCCCC, CN(C)C=O, [H-], O=C1NC(=O)C2(c3ccc([N+](=O)[O-])cc3)CC1C2, [Na+]. Product: CC(C)CN1C(=O)C2CC(c3ccc([N+](=O)[O-])cc3)(C2)C1=O. Reaction SMILES: [C:32]([O:33][CH2:34][CH3:35])(=[O:36])[CH3:37].[CH2:21]([CH:22]([CH3:23])[CH3:24])[I:25].[CH3:26][CH2:27][CH2:28][CH2:29][CH2:30][CH3:31].[CH3:38][N:39]([CH3:40])[CH:41]=[O:42].[H-:1].[N+:3](=[O:4])([O-:5])[c:6]1[cH:7][cH:8][c:9]([C:12]23[C:13](=[O:20])[NH:14][C:15](=[O:19])[CH:16]([CH2:17]2)[CH2:18]3)[cH:10][cH:11]1.[Na+:2]>>[N+:3](=[O:4])([O-:5])[c:6]1[cH:7][cH:8][c:9]([C:12]23[C:13](=[O:20])[N:14]([CH2:21][CH:22]([CH3:23])[CH3:24])[C:15](=[O:19])[CH:16]([CH2:17]2)[CH2:18]3)[cH:10][cH:11]1.